From a dataset of the Open Reaction Database (ORD), a public repository of structured organic reaction records. describe an organic reaction: reactants, conditions, products, and yield The reactants are C(C)(=O)OC(C(C1=C(CCC1)N1CCCC1)=O)C (1-oxo-1-(2-(pyrrolidin-1-yl)cyclopent-1-enyl)propan-2-yl acetate), C(C)(=O)O (acetic acid). The solvent is O (water), ClCCl (dichloromethane), O1CCCC1 (tetrahydrofuran), O (water). The product is C(C)(=O)OC(C(C1C(CCC1)=O)=O)C (1-oxo-1-(2-oxocyclopentyl)propan-2-yl acetate). As a reaction SMILES: [C:1]([O:4][CH:5]([CH3:18])[C:6](=[O:17])[C:7]1[CH2:11][CH2:10][CH2:9][C:8]=1N1CCCC1)(=[O:3])[CH3:2].C(O)(=[O:21])C>O1CCCC1.O.ClCCl>[C:1]([O:4][CH:5]([CH3:18])[C:6](=[O:17])[CH:7]1[CH2:11][CH2:10][CH2:9][C:8]1=[O:21])(=[O:3])[CH3:2]. Procedure: Stir a mixture of 1-oxo-1-(2-(pyrrolidin-1-yl)cyclopent-1-enyl)propan-2-yl acetate (952.0 g), acetic acid (1500 mL) and water (1500 mL) in tetrahydrofuran (3000 mL) at room temperature for 2 days. Dilute the mixture with water (1200 mL) and dichloromethane (1200 mL). The organic layer is washed with brine, dried over anhydrous Na2SO4 and concentrated under vacuum. Purify the residue by silica gel chromatograph (eluting with 3% to 10% ethyl acetate in petroleum ether) to give 1-oxo-1-(2-oxocyclop... Starting materials: [Br-].FC1=CC=C(C(C[N+]2=CC=CC3=CC=CC=C23)=O)C=C1 (1-(4-fluoro-phenacyl)-quinolinium bromide), [Cr](=O)(=O)([O-])O[Cr](=O)(=O)[O-] (dichromate), C([O-])(O)=O.[Na+] (sodium bicarbonate), C(C=C)#N (acrylonitrile). The solvent is CN(C=O)C (N,N-dimethylformamide). Product: C(#N)C=1C=C(N2C1C=CC1=CC=CC=C21)C(C2=CC=C(C=C2)F)=O (3-Cyano-1-(4-fluoro-benzoyl)-pyrrolo[1,2-a]quinoline). Reaction SMILES: [Br-].[F:2][C:3]1[CH:21]=[CH:20][C:6]([C:7](=[O:19])[CH2:8][N+:9]2[C:18]3[C:13](=[CH:14][CH:15]=[CH:16][CH:17]=3)[CH:12]=[CH:11][CH:10]=2)=[CH:5][CH:4]=1.[Cr](O[Cr]([O-])(=O)=O)([O-])(=O)=O.C(=O)(O)[O-].[Na+].[C:36](#[N:39])[CH:37]=[CH2:38]>CN(C)C=O>[C:36]([C:37]1[CH:38]=[C:8]([C:7](=[O:19])[C:6]2[CH:20]=[CH:21][C:3]([F:2])=[CH:4][CH:5]=2)[N:9]2[C:18]3[C:13](=[CH:14][CH:15]=[CH:16][CH:17]=3)[CH:12]=[CH:11][C:10]=12)#[N:39] |f:0.1,3.4|. Procedure details: The title compound was prepared from 1-(4-fluoro-phenacyl)-quinolinium bromide (117 mg, 0.338 mmol), tetrapyridinecobalt(II) dichromate (217 mg, 0.356 mmol), sodium bicarbonate (75.7 mg, 0.901 mmol), acrylonitrile (110 μL, 1.67 mmol), and N,N-dimethylformamide (2.0 mL), similar to Example 1b, and yielded 32.6 mg (30%) as a yellow solid. 1H NMR (CDCl3): 8.11 (m, 2H), 8.04 (dd, J=8.52, 0.55 Hz, 1H), 7.86 (dd, J=7.69, 1.65 Hz, 1H), 7.74 (d, J=9.34 Hz, 1H), 7.68 (d, J=9.07 Hz, 1H), 7.62 (ddd, J=8.31...